From a dataset of the Open Reaction Database (ORD), a public repository of structured organic reaction records. describe an organic reaction: reactants, conditions, products, and yield Reactants: CCOC(=O)c1csc2cc(O)ccc12, CN1CCCC1=O, CCCCCC(=O)OCc1nccc(Cl)n1, [K+], [K+], [K+], O, O=P([O-])([O-])[O-]. Product: CCCCCC(=O)OCc1nccc(Oc2ccc3c(C(=O)OCC)csc3c2)n1. Reaction SMILES: [CH2:17]([CH3:18])[O:19][C:20](=[O:21])[c:22]1[c:23]2[c:24]([s:25][cH:26]1)[cH:27][c:28]([OH:31])[cH:29][cH:30]2.[CH3:40][N:41]1[CH2:42][CH2:43][CH2:44][C:45]1=[O:46].[Cl:1][c:2]1[n:3][c:4]([CH2:8][O:9][C:10]([CH2:11][CH2:12][CH2:13][CH2:14][CH3:15])=[O:16])[n:5][cH:6][cH:7]1.[K+:37].[K+:38].[K+:39].[OH2:47].[P:32]([O-:33])([O-:34])([O-:35])=[O:36]>>[c:2]1([O:31][c:28]2[cH:27][c:24]3[c:23]([c:22]([C:20]([O:19][CH2:17][CH3:18])=[O:21])[cH:26][s:25]3)[cH:30][cH:29]2)[n:3][c:4]([CH2:8][O:9][C:10]([CH2:11][CH2:12][CH2:13][CH2:14][CH3:15])=[O:16])[n:5][cH:6][cH:7]1. Starting materials: [Si](C)(C)(C(C)(C)C)O[C@H]([C@@H](/C=C/COC(C1=CC=CC=C1)(C1=CC=CC=C1)C1=CC=CC=C1)C)C[C@@H](C#C[C@@H]([C@@H]([C@H](CCCO[Si](C)(C)C(C)(C)C)C)O[Si](C)(C)C(C)(C)C)C)O ((4R,5S,7S,10S,11R,12S,2E)-5,11,15-tris(tert-Butyldimethylsilyloxy)-4,10,12-trimethyl-1-trityloxypentadec-2-en-8-yn-7-ol). Reagents/catalysts: [Pd].CC(=O)[O-].CC(=O)[O-].[Pb+2] (Lindlar catalyst). Yields the product [Si](C)(C)(C(C)(C)C)O[C@H]([C@@H](/C=C/COC(C1=CC=CC=C1)(C1=CC=CC=C1)C1=CC=CC=C1)C)C[C@@H](\C=C/[C@@H]([C@@H]([C@H](CCCO[Si](C)(C)C(C)(C)C)C)O[Si](C)(C)C(C)(C)C)C)O ((2E,4R,5S,7S,8Z,10S,11R,12S)-5,11,15-tris(tert-Butyldimethylsilyloxy)-4,10,12-trimethyl-1-(trityloxy)pentadeca-2,8-dien-7-ol). Yield: 100367.2%. Reaction SMILES: [Si:1]([O:8][C@@H:9]([CH2:35][C@H:36]([OH:63])[C:37]#[C:38][C@H:39]([CH3:62])[C@H:40]([O:54][Si:55]([C:58]([CH3:61])([CH3:60])[CH3:59])([CH3:57])[CH3:56])[C@@H:41]([CH3:53])[CH2:42][CH2:43][CH2:44][O:45][Si:46]([C:49]([CH3:52])([CH3:51])[CH3:50])([CH3:48])[CH3:47])[C@H:10]([CH3:34])/[CH:11]=[CH:12]/[CH2:13][O:14][C:15]([C:28]1[CH:33]=[CH:32][CH:31]=[CH:30][CH:29]=1)([C:22]1[CH:27]=[CH:26][CH:25]=[CH:24][CH:23]=1)[C:16]1[CH:21]=[CH:20][CH:19]=[CH:18][CH:17]=1)([C:4]([CH3:7])([CH3:6])[CH3:5])([CH3:3])[CH3:2]>[Pd].CC([O-])=O.CC([O-])=O.[Pb+2]>[Si:1]([O:8][C@@H:9]([CH2:35][C@H:36]([OH:63])/[CH:37]=[CH:38]\[C@H:39]([CH3:62])[C@H:40]([O:54][Si:55]([C:58]([CH3:59])([CH3:61])[CH3:60])([CH3:57])[CH3:56])[C@@H:41]([CH3:53])[CH2:42][CH2:43][CH2:44][O:45][Si:46]([C:49]([CH3:50])([CH3:51])[CH3:52])([CH3:48])[CH3:47])[C@H:10]([CH3:34])/[CH:11]=[CH:12]/[CH2:13][O:14][C:15]([C:28]1[CH:33]=[CH:32][CH:31]=[CH:30][CH:29]=1)([C:22]1[CH:23]=[CH:24][CH:25]=[CH:26][CH:27]=1)[C:16]1[CH:17]=[CH:18][CH:19]=[CH:20][CH:21]=1)([C:4]([CH3:5])([CH3:6])[CH3:7])([CH3:3])[CH3:2] |f:1.2.3.4|. Procedure details: The procedure for 34 was used with alkyne 65 (1.69 g, 1.85 μmol) and Lindlar catalyst (ca. 200 mg) to yield 66 (1.70 g, quantitative) as a pale yellow oil: IR (CHCl3) 3477, 2955, 2856, 1471, 1448, 1386, 1254, 1057, 835, 773, 705 cm−1; 1H NMR (300 MHz, CDCl3) δ 7.63-7.60 (m, 6H), 7.43-7.27 (m, 9H), 5.88-5.77 (m, 2H), 5.70 (t, J=10.1 Hz, 1H), 5.49 (dd, J=10.6, 8.4 Hz, 1H), 4.78 (m, 1H), 4.06 (m, 1H), 3.76-3.72 (m, 4H), 3.58 (t, J=3.6 Hz, 1H), 2.89 (m, 1H), 2.63 (m, 1H), 2.20 (d, J=2.8 Hz, 1H), 1.7... Starting materials: O1COC2=C1C=CC(=C2)CN2CCC(CC2)(O)CC(C2=CC=CC=C2)=O (N-(benzo[d][1,3]dioxol-5-ylmethyl)-4-benzoylmethyl-4-piperidinol), O1COC2=C1C=CC(=C2)CN2CCC(CC2)(O)CC(C2=CC=CC=C2)=O (N-(benzo[d][1,3]dioxol-5-ylmethyl)-4-benzoylmethyl-4-piperidinol), ClCCl (dichloromethane), CCN(CC)S(F)(F)F (DAST), ClCCl (dichloromethane), C(=O)=O.CC(=O)C (dry ice acetone). Reaction conditions: temperature -75 celsius, time 1 hour. The product is Cl.O1COC2=C1C=CC(=C2)CN2CCC(CC2)(F)CC(C2=CC=CC=C2)=O (N-(benzo[d][1,3]dioxol-5-ylmethyl)-4-benzoylmethyl-4-fluoropiperidine hydrochloride). The yield is 37.2%. As a reaction SMILES: [O:1]1[C:5]2[CH:6]=[CH:7][C:8]([CH2:10][N:11]3[CH2:16][CH2:15][C:14]([CH2:18][C:19](=[O:26])[C:20]4[CH:25]=[CH:24][CH:23]=[CH:22][CH:21]=4)(O)[CH2:13][CH2:12]3)=[CH:9][C:4]=2[O:3][CH2:2]1.C(=O)=O.CC(C)=O.CCN(S(F)(F)[F:40])CC.[Cl:43]CCl>>[ClH:43].[O:1]1[C:5]2[CH:6]=[CH:7][C:8]([CH2:10][N:11]3[CH2:16][CH2:15][C:14]([CH2:18][C:19](=[O:26])[C:20]4[CH:25]=[CH:24][CH:23]=[CH:22][CH:21]=4)([F:40])[CH2:13][CH2:12]3)=[CH:9][C:4]=2[O:3][CH2:2]1 |f:1.2,5.6|. Procedure details: N-(benzo[d][1,3]dioxol-5-ylmethyl)-4-benzoylmethyl-4-piperidinol (III-13) is firstly prepared according to the method of synthesis and post-treatment in Example 13. 1.41 g (4.0 mmol) of N-(benzo[d][1,3]dioxol-5-ylmethyl)-4-benzoylmethyl-4-piperidinol is dissolved into 20 ml of anhydrous dichloromethane and cooled with dry ice-acetone with temperature controlled at below <−70° C. The reaction solution is added a dichloromethane solution (8 mol, 25 ml) of DAST under protection of nitrogen gas. Aft... The reactants are O=C(Cl)c1cccnc1, CCNc1cc(OC)ccc1C1CCc2cc(OC)ccc2C1, CC[N-]c1cc(OC)ccc1C1CCc2cc(OC)ccc2C1, Cl, O=C(O)c1cccnc1. Yields the product CCN(Cc1cccnc1)c1cc(OC)ccc1C1CCc2cc(OC)ccc2C1. RXN SMILES: [C:25]([c:26]1[cH:27][n:28][cH:29][cH:30][cH:31]1)([Cl:32])=[O:33].[CH2:1]([CH3:2])[NH:3][c:4]1[c:5]([CH:12]2[CH2:13][c:14]3[cH:15][cH:16][c:17]([O:22][CH3:23])[cH:18][c:19]3[CH2:20][CH2:21]2)[cH:6][cH:7][c:8]([O:10][CH3:11])[cH:9]1.[CH2:34]([N-:35][c:36]1[cH:37][c:38]([O:39][CH3:40])[cH:41][cH:42][c:43]1[CH:44]1[CH2:45][CH2:46][c:47]2[c:48]([cH:49][cH:50][c:51]([O:52][CH3:53])[cH:54]2)[CH2:55]1)[CH3:56].[ClH:24].[n:57]1[cH:58][cH:59][cH:60][c:61]([C:62]([OH:63])=[O:64])[cH:65]1>>[CH2:1]([CH3:2])[N:3]([c:4]1[c:5]([CH:12]2[CH2:13][c:14]3[cH:15][cH:16][c:17]([O:22][CH3:23])[cH:18][c:19]3[CH2:20][CH2:21]2)[cH:6][cH:7][c:8]([O:10][CH3:11])[cH:9]1)[CH2:25][c:26]1[cH:27][n:28][cH:29][cH:30][cH:31]1.